Task: describe an organic reaction: reactants, conditions, products, and yield. Dataset: the Open Reaction Database (ORD), a public repository of structured organic reaction records Reactants: CC[O-], CCO, CCOC=O, Cl, [Na+], CC(=O)Nc1cccc(C(=O)c2ccc3c(c2)NC(=O)C3)c1. The product is CC(=O)Nc1cccc(C(=O)c2ccc3c(c2)NC(=O)C3=CO)c1. RXN SMILES: [CH3:29][CH2:30][O-:31].[CH3:33][CH2:34][OH:35].[CH:23](=[O:24])[O:25][CH2:26][CH3:27].[ClH:32].[Na+:28].[O:1]=[C:2]1[NH:3][c:4]2[cH:5][c:6]([C:11](=[O:12])[c:13]3[cH:14][c:15]([NH:19][C:20]([CH3:21])=[O:22])[cH:16][cH:17][cH:18]3)[cH:7][cH:8][c:9]2[CH2:10]1>>[O:1]=[C:2]1[NH:3][c:4]2[cH:5][c:6]([C:11](=[O:12])[c:13]3[cH:14][c:15]([NH:19][C:20]([CH3:21])=[O:22])[cH:16][cH:17][cH:18]3)[cH:7][cH:8][c:9]2[C:10]1=[CH:23][OH:24]. Reactants: COP(OC)(=O)C(C(C)=O)=[N+]=[N-] ((1-diazo-2-oxo-propyl)-phosphonic acid dimethyl ester), C([O-])([O-])=O.[Na+].[Na+] (sodium carbonate), FC1=CC=C(C=C1)C1=C(N(N=N1)C)C=O (5-(4-fluoro-phenyl)-3-methyl-3H-[1,2,3]triazole-4-carbaldehyde), C([O-])([O-])=O.[K+].[K+] (potassium carbonate). Solvent: CO (MeOH), CO (MeOH). Conditions: time 1 hour. Product: C(#C)C1=C(N=NN1C)C1=CC=C(C=C1)F (5-Ethynyl-4-(4-fluoro-phenyl)-1-methyl-1H-[1,2,3]triazole). Isolated yield 92.1%. RXN SMILES: [F:1][C:2]1[CH:7]=[CH:6][C:5]([C:8]2[N:12]=[N:11][N:10]([CH3:13])[C:9]=2[CH:14]=O)=[CH:4][CH:3]=1.[C:16](=O)([O-])[O-].[K+].[K+].COP(C(=[N+]=[N-])C(=O)C)(=O)OC.C(=O)([O-])[O-].[Na+].[Na+]>CO>[C:14]([C:9]1[N:10]([CH3:13])[N:11]=[N:12][C:8]=1[C:5]1[CH:6]=[CH:7][C:2]([F:1])=[CH:3][CH:4]=1)#[CH:16] |f:1.2.3,5.6.7|. Procedure details: To a mixture of 5-(4-fluoro-phenyl)-3-methyl-3H-[1,2,3]triazole-4-carbaldehyde (616 mg, 3.0 mmol) in MeOH (13 mL) was added potassium carbonate (829 mg, 6.0 mmol) followed by a solution of (1-diazo-2-oxo-propyl)-phosphonic acid dimethyl ester (634 mg, 3.3 mmol) in MeOH (4 mL) at room temperature and the resulting mixture stirred for 1 h. The mixture was then poured into sodium carbonate solution (1 M) and extracted with ethyl acetate and the combined organic extracts washed with brine, dried ove... Run at temperature -78 celsius, time 10 minute. Reaction SMILES: [Br:1][C:2]1[CH:3]=[C:4]([C:8]2[O:9][CH2:10][C:11]([CH3:14])([CH3:13])[N:12]=2)[O:5][C:6]=1[Br:7].C([N-]C(C)C)(C)C.[Li+].[CH:23]([S:26]C(C)C)([CH3:25])[CH3:24].Cl>O1CCCC1>[Br:1][C:2]1[C:3]([S:26][CH:23]([CH3:25])[CH3:24])=[C:4]([C:8]2[O:9][CH2:10][C:11]([CH3:14])([CH3:13])[N:12]=2)[O:5][C:6]=1[Br:7] |f:1.2|. Product: BrC=1C(=C(OC1Br)C=1OCC(N1)(C)C)SC(C)C (2-(4,5-Dibromo-3-isopropylthio-2-furanyl)-4,4-dimethyloxazoline). Reported procedure: A solution of 9.63 g (29.81 mmol) of 2-(4,5-dibromo-2-furanyl)-4,4-dimethyloxazoline in dry tetrahydrofuran (30 mL) is added dropwise to a -78° C. solution of freshly generated lithium diisopropylamide (33.89 mmol, 1.14 equiv) in tetrahydrofuran (80 mL) under an argon atmosphere. The resulting solution is stirred at -78° C. for 10 min and a solution of 5.49 g (46.49 mmol, 1.56 equiv) of isopropyl sulfide in tetrahydrofuran (20 mL) is added dropwise to the reaction. The reaction is stirred for 3.... The solvent is O1CCCC1 (tetrahydrofuran), O1CCCC1 (tetrahydrofuran), O1CCCC1 (tetrahydrofuran). Reactants: C(C)(C)SC(C)C (isopropyl sulfide), BrC=1C=C(OC1Br)C=1OCC(N1)(C)C (2-(4,5-dibromo-2-furanyl)-4,4-dimethyloxazoline), C(C)(C)[N-]C(C)C.[Li+] (lithium diisopropylamide), Cl (HCl). Product: [Br-], C[N+](C)(C)CCOC(=O)c1ccc(C=O)cc1. Starting materials: [Br-], C[N+](C)(C)CCOC(=O)c1ccc(CBr)cc1, O=C([O-])O, CS(C)=O, CCO, C[N+](C)(C)CCOC(=O)c1ccc(C=O)cc1, [I-], [Na+], O. RXN SMILES: [Br-:1].[Br:2][CH2:3][c:4]1[cH:5][cH:6][c:7]([C:8]([O:9][CH2:10][CH2:11][N+:12]([CH3:13])([CH3:14])[CH3:15])=[O:16])[cH:17][cH:18]1.[C:19](=[O:20])([OH:21])[O-:22].[CH3:24][S:25]([CH3:26])=[O:27].[CH3:46][CH2:47][OH:48].[CH:29](=[O:30])[c:31]1[cH:32][cH:33][c:34]([C:35](=[O:36])[O:37][CH2:38][CH2:39][N+:40]([CH3:41])([CH3:42])[CH3:43])[cH:44][cH:45]1.[I-:28].[Na+:23].[OH2:49]>>[Br-:2].[CH:29](=[O:30])[c:31]1[cH:32][cH:33][c:34]([C:35](=[O:36])[O:37][CH2:38][CH2:39][N+:40]([CH3:41])([CH3:42])[CH3:43])[cH:44][cH:45]1. Starting materials: C(C)(=O)O (acetic acid), [OH-].[Li+] (Lithium hydroxide), solution, OC(/C=C/[C@@H]1N(S(CC1)(=O)=O)CCCC1=CC=C(S1)C(=O)OC)CC1=CC(=CC=C1)C(F)(F)F (Methyl 5-(3-((3R)-3-((E)-3-hydroxy-4-(3-(trifluoromethyl)phenyl)but-1-en-1-yl)-1,1-dioxidoisothiazolidin-2-yl)propyl)thiophene-2-carboxylate). The solvent is O (H2O), C1CCOC1 (THF). Reaction conditions: time 16 hour. The product is OC(/C=C/[C@@H]1N(S(CC1)(=O)=O)CCCC1=CC=C(S1)C(=O)O)CC1=CC(=CC=C1)C(F)(F)F (5-(3-((3R)-3-((E)-3-Hydroxy-4-(3-(trifluoromethyl)phenyl)but-1-en-1-yl)-1,1-dioxidoisothiazolidin-2-yl)propyl)thiophene-2-carboxylic acid). Isolated yield 41.4%. RXN SMILES: [OH-].[Li+].[OH:3][CH:4]([CH2:26][C:27]1[CH:32]=[CH:31][CH:30]=[C:29]([C:33]([F:36])([F:35])[F:34])[CH:28]=1)/[CH:5]=[CH:6]/[C@H:7]1[CH2:11][CH2:10][S:9](=[O:13])(=[O:12])[N:8]1[CH2:14][CH2:15][CH2:16][C:17]1[S:21][C:20]([C:22]([O:24]C)=[O:23])=[CH:19][CH:18]=1.C(O)(=O)C>O.C1COCC1>[OH:3][CH:4]([CH2:26][C:27]1[CH:32]=[CH:31][CH:30]=[C:29]([C:33]([F:34])([F:35])[F:36])[CH:28]=1)/[CH:5]=[CH:6]/[C@H:7]1[CH2:11][CH2:10][S:9](=[O:12])(=[O:13])[N:8]1[CH2:14][CH2:15][CH2:16][C:17]1[S:21][C:20]([C:22]([OH:24])=[O:23])=[CH:19][CH:18]=1 |f:0.1|. Reported procedure: Lithium hydroxide (0.25 mL of a 0.5N solution in H2O, 0.125 mmol) was added to a solution of the ester 13 (25 mg, 0.048 mmol) in THF (1.0 mL) at 23° C. The reaction mixture was stirred for 16 h, acidified with acetic acid and extracted with EtOAc. The organic portion was washed with brine, dried (Na2SO4), filtered and concentrated in vacuo. Purification of the residue by flash column chromatography (silica gel, 10% MeOH/CH2Cl2) afforded 10 mg (41%) of pure carboxylic acid 14. Yield: 16.0%. Run in C(C)(=O)OCC (ethyl acetate), CS(=O)C (dimethyl sulfoxide), CS(=O)C (dimethyl sulfoxide). Procedure details: A mixture of hydroxylammonium chloride (1.44 g), sodium hydrogen carbonate (2.32 g) and dimethyl sulfoxide (15 mL) was stirred at 50° C. for 30 min, a solution of 4′-{[4-(1-benzylpiperidin-4-yl)-5-oxo-7-propyl-4,5-dihydro[1,2,4]triazolo[1,5-a]pyrimidin-6-yl]methyl}biphenyl-2-carbonitrile (749 mg) in dimethyl sulfoxide (3 mL) was added, and the mixture was stirred at 90° C. for 17 hr. The reaction mixture was diluted with ethyl acetate, washed with water and then with saturated brine, and dried o... Run at temperature 50 celsius, time 30 minute. As a reaction SMILES: [Cl-].O[NH3+:3].[C:4](=[O:7])([O-])[OH:5].[Na+].[CH2:9]([N:16]1[CH2:21][CH2:20][CH:19]([N:22]2[C:27](=[O:28])[C:26]([CH2:29][C:30]3[CH:35]=[CH:34][C:33]([C:36]4[C:37]([C:42]#[N:43])=[CH:38][CH:39]=[CH:40][CH:41]=4)=[CH:32][CH:31]=3)=[C:25]([CH2:44][CH2:45][CH3:46])[N:24]3[N:47]=[CH:48][N:49]=[C:23]23)[CH2:18][CH2:17]1)[C:10]1[CH:15]=[CH:14][CH:13]=[CH:12][CH:11]=1>CS(C)=O.C(OCC)(=O)C>[CH2:9]([N:16]1[CH2:21][CH2:20][CH:19]([N:22]2[C:27](=[O:28])[C:26]([CH2:29][C:30]3[CH:35]=[CH:34][C:33]([C:36]4[CH:41]=[CH:40][CH:39]=[CH:38][C:37]=4[C:42]4[NH:3][C:4](=[O:7])[O:5][N:43]=4)=[CH:32][CH:31]=3)=[C:25]([CH2:44][CH2:45][CH3:46])[N:24]3[N:47]=[CH:48][N:49]=[C:23]23)[CH2:18][CH2:17]1)[C:10]1[CH:15]=[CH:14][CH:13]=[CH:12][CH:11]=1 |f:0.1,2.3|. Starting materials: [Cl-].O[NH3+] (hydroxylammonium chloride), C(O)([O-])=O.[Na+] (sodium hydrogen carbonate), C(C1=CC=CC=C1)N1CCC(CC1)N1C=2N(C(=C(C1=O)CC1=CC=C(C=C1)C=1C(=CC=CC1)C#N)CCC)N=CN2 (4′-{[4-(1-benzylpiperidin-4-yl)-5-oxo-7-propyl-4,5-dihydro[1,2,4]triazolo[1,5-a]pyrimidin-6-yl]methyl}biphenyl-2-carbonitrile). Product: C(C1=CC=CC=C1)N1CCC(CC1)N1C=2N(C(=C(C1=O)CC1=CC=C(C=C1)C1=C(C=CC=C1)C1=NOC(N1)=O)CCC)N=CN2 (4-(1-benzylpiperidin-4-yl)-6-{[2′-(5-oxo-4,5-dihydro-1,2,4-oxadiazol-3-yl)biphenyl-4-yl]methyl}-7-propyl[1,2,4]triazolo[1,5-a]pyrimidin-5(4H)-one). The reactants are CCN(CC)C1CCN(C(=O)c2n[nH]c(-c3cccc(C#C[Si](C)(C)C)c3)c2C)C1, C1CCOC1, CCCC[N+](CCCC)(CCCC)CCCC, [F-]. The product is C#Cc1cccc(-c2[nH]nc(C(=O)N3CCC(N(CC)CC)C3)c2C)c1. RXN SMILES: [CH2:1]([CH3:2])[N:3]([CH:4]1[CH2:5][N:6]([C:9](=[O:10])[c:11]2[n:12][nH:13][c:14](-[c:17]3[cH:18][c:19]([C:23]#[C:24][Si:25]([CH3:26])([CH3:27])[CH3:28])[cH:20][cH:21][cH:22]3)[c:15]2[CH3:16])[CH2:7][CH2:8]1)[CH2:29][CH3:30].[CH2:49]1[O:50][CH2:51][CH2:52][CH2:53]1.[CH3:32][CH2:33][CH2:34][CH2:35][N+:36]([CH2:37][CH2:38][CH2:39][CH3:40])([CH2:41][CH2:42][CH2:43][CH3:44])[CH2:45][CH2:46][CH2:47][CH3:48].[F-:31]>>[CH2:1]([CH3:2])[N:3]([CH:4]1[CH2:5][N:6]([C:9](=[O:10])[c:11]2[n:12][nH:13][c:14](-[c:17]3[cH:18][c:19]([C:23]#[CH:24])[cH:20][cH:21][cH:22]3)[c:15]2[CH3:16])[CH2:7][CH2:8]1)[CH2:29][CH3:30]. Reactants: CN(C)C=O (DMF), S(=O)(=O)(Cl)Cl (sulfuryl chloride), C(C)C1=CC=C(CC2=CC3=C(S2)C=CC=C3)C=C1 (2-(4ethylbenzyl)benzo[b]thiophene). Product: C(C)C1=CC=C(CC2=C(C3=C(S2)C=CC=C3)S(=O)(=O)Cl)C=C1 (2-(4-Ethylbenzyl)benzo[b]thiophene-3-sulfonyl chloride), orange solid. The yield is 45.0%. Reaction SMILES: CN(C=O)C.[S:6]([Cl:10])(Cl)(=[O:8])=[O:7].[CH2:11]([C:13]1[CH:28]=[CH:27][C:16]([CH2:17][C:18]2[S:22][C:21]3[CH:23]=[CH:24][CH:25]=[CH:26][C:20]=3[CH:19]=2)=[CH:15][CH:14]=1)[CH3:12]>>[CH2:11]([C:13]1[CH:28]=[CH:27][C:16]([CH2:17][C:18]2[S:22][C:21]3[CH:23]=[CH:24][CH:25]=[CH:26][C:20]=3[C:19]=2[S:6]([Cl:10])(=[O:8])=[O:7])=[CH:15][CH:14]=1)[CH3:12]. Procedure details: 2-(4-Ethylbenzyl)benzo[b]thiophene-3-sulfonyl chloride was prepared by the method of Example 40B with DMF (5.4 mmoles, 0.42 ml), sulfuryl chloride (4.6 mmoles, 0.37 ml) and 2-(4ethylbenzyl)benzo[b]thiophene (2.7 mmoles, 0.69 g). Flash chromatography (2% ethyl acetate/hexanes) provided 0.43 g (45%) of an orange solid. Reactants: CN(C=CC(=O)C1=CN=C(N1CC)C)C (5-(3-Dimethylaminoprop-2-en-1-oyl)-1-ethyl-2-methylimidazole), O (water), C(O)(O)=O.C1(=CC=CC=C1)NC(=N)N (phenylguanidine hydrogen carbonate), C[O-].[Na+] (sodium methoxide). Solvent: CC(=O)N(C)C (DMA). Run at temperature 110 celsius. Yields the product N(C1=CC=CC=C1)C1=NC=CC(=N1)C1=CN=C(N1CC)C (2-Anilino-4-(1-ethyl-2-methylimidazol-5-yl)pyrimidine). Isolated yield 52.5%. As a reaction SMILES: CN(C)[CH:3]=[CH:4][C:5]([C:7]1[N:11]([CH2:12][CH3:13])[C:10]([CH3:14])=[N:9][CH:8]=1)=O.C(=O)(O)O.[C:20]1([NH:26][C:27]([NH2:29])=[NH:28])[CH:25]=[CH:24][CH:23]=[CH:22][CH:21]=1.C[O-].[Na+].O>CC(N(C)C)=O>[NH:26]([C:27]1[N:29]=[C:5]([C:7]2[N:11]([CH2:12][CH3:13])[C:10]([CH3:14])=[N:9][CH:8]=2)[CH:4]=[CH:3][N:28]=1)[C:20]1[CH:25]=[CH:24][CH:23]=[CH:22][CH:21]=1 |f:1.2,3.4|. Procedure: 5-(3-Dimethylaminoprop-2-en-1-oyl)-1-ethyl-2-methylimidazole (Method 23; 2.10 g, 10.1 mmol), phenylguanidine hydrogen carbonate (2.2 g, 11.1 mmol) and sodium methoxide (1.2 g, 22.2 mmol) were suspended in anhydrous DMA (15 ml) and the mixture heated at 110° C. for 18 hours. The reaction mixture was allowed to cool to ambient temperature and poured into water (50 ml). The solution was extracted EtOAc (2×50 ml). The combined extracts were washed with water (2×50 ml) and then brine (2×50 ml), dried... The reactants are ClCC(=O)N1CCC(CC1)N1N=C(C(C1=O)(CCC)C)C1=CC(=C(C=C1)OC)OC (2-[1-(chloroacetyl)piperidin-4-yl]-5-(3,4-dimethoxyphenyl)-4-methyl-4-propyl-2,4-dihydro-3H-pyrazol-3-one), ClCC(=O)N1CCC(CC1)N1N=C(C(C1=O)(CCC)C)C1=CC(=C(C=C1)OC)OC (2-[1-(chloroacetyl)piperidin-4-yl]-5-(3,4-dimethoxyphenyl)-4-methyl-4-propyl-2,4-dihydro-3H-pyrazol-3-one), C1(CCC(N1)=O)=O (succinimide). The product is COC=1C=C(C=CC1OC)C1=NN(C(C1(CCC)C)=O)C1CCN(CC1)C(CN1C(CCC1=O)=O)=O (1-(2-{4-[3-(3,4-dimethoxyphenyl)-4-methyl-5-oxo-4-propyl-4,5-dihydro-1H-pyrazol-1-yl]piperidin-1-yl}-2-oxoethyl)pyrrolidine-2,5-dione). As a reaction SMILES: Cl[CH2:2][C:3]([N:5]1[CH2:10][CH2:9][CH:8]([N:11]2[C:15](=[O:16])[C:14]([CH3:20])([CH2:17][CH2:18][CH3:19])[C:13]([C:21]3[CH:26]=[CH:25][C:24]([O:27][CH3:28])=[C:23]([O:29][CH3:30])[CH:22]=3)=[N:12]2)[CH2:7][CH2:6]1)=[O:4].[C:31]1(=[O:37])[NH:35][C:34](=[O:36])[CH2:33][CH2:32]1>>[CH3:30][O:29][C:23]1[CH:22]=[C:21]([C:13]2[C:14]([CH3:20])([CH2:17][CH2:18][CH3:19])[C:15](=[O:16])[N:11]([CH:8]3[CH2:9][CH2:10][N:5]([C:3](=[O:4])[CH2:2][N:35]4[C:31](=[O:37])[CH2:32][CH2:33][C:34]4=[O:36])[CH2:6][CH2:7]3)[N:12]=2)[CH:26]=[CH:25][C:24]=1[O:27][CH3:28]. Reported procedure: Prepared analogously as described for example 1 using 2-[1-(chloroacetyl)piperidin-4-yl]-5-(3,4-dimethoxyphenyl)-4-methyl-4-propyl-2,4-dihydro-3H-pyrazol-3-one (compound A8) and succinimide as starting compounds.